This data is from the Open Reaction Database (ORD), a public repository of structured organic reaction records. The task is: describe an organic reaction: reactants, conditions, products, and yield Reactants: ClC=1C=C(C(=O)OO)C=CC1 (3-chloroperoxybenzoic acid), ClC1=CC=C2C(C(=CN(C2=C1)C)S(=O)C)=O (7-chloro-1-methyl-3-methylsulphinyl-4-quinolone). Solvent: C(Cl)(Cl)Cl (chloroform), C(Cl)(Cl)Cl (chloroform). Run at time 2 hour. Yields the product ClC1=CC=C2C(C(=CN(C2=C1)C)S(=O)(=O)C)=O (7-chloro-1-methyl-3-methylsulphonyl-4-quinolone). RXN SMILES: ClC1C=C(C=CC=1)C(OO)=[O:6].[Cl:12][C:13]1[CH:22]=[C:21]2[C:16]([C:17](=[O:27])[C:18]([S:24]([CH3:26])=[O:25])=[CH:19][N:20]2[CH3:23])=[CH:15][CH:14]=1>C(Cl)(Cl)Cl>[Cl:12][C:13]1[CH:22]=[C:21]2[C:16]([C:17](=[O:27])[C:18]([S:24]([CH3:26])(=[O:6])=[O:25])=[CH:19][N:20]2[CH3:23])=[CH:15][CH:14]=1. Procedure: A solution of 3-chloroperoxybenzoic acid (85%, 6.75 g.) in chloroform (70 ml.) was added dropwise to a stirred solution of 7-chloro-1-methyl-3-methylsulphinyl-4-quinolone (6.25 g.) in chloroform (150 ml.). The resulting solution was stirred at room temperature for 2 hours and then washed repeatedly with saturated aqueous sodium carbonate solution to remove peroxide. The resulting solution was dried over anhydrous magnesium sulphate and then evaporated. The solid residue was crystallised from eth... The reactants are [Li+].C[Si](C)(C)[N-][Si](C)(C)C (LHMDS), C(C)(=O)OC(C)(C)C (tert-butyl acetate), ClC=1C=C2C=C(N(C2=CC1)CC1=CC=CC=C1)C(=O)OCC (Ethyl 5-chloro-1-(phenylmethyl)-1H-indole-2-carboxylate). Run in C1CCOC1 (THF). Conditions: time 30 minute. Product: C(C1=CC=CC=C1)N1C(=CC2=CC(=CC=C12)Cl)C(CC(=O)OC(C)(C)C)=O (tert-Butyl 3-(1-benzyl-5-chloro-1H-indol-2-yl)-3-oxopropanoate). As a reaction SMILES: [Li+].C[Si]([N-][Si](C)(C)C)(C)C.[C:11]([O:14][C:15]([CH3:18])([CH3:17])[CH3:16])(=[O:13])[CH3:12].[Cl:19][C:20]1[CH:21]=[C:22]2[C:26](=[CH:27][CH:28]=1)[N:25]([CH2:29][C:30]1[CH:35]=[CH:34][CH:33]=[CH:32][CH:31]=1)[C:24]([C:36](OCC)=[O:37])=[CH:23]2>C1COCC1>[CH2:29]([N:25]1[C:26]2[C:22](=[CH:21][C:20]([Cl:19])=[CH:28][CH:27]=2)[CH:23]=[C:24]1[C:36](=[O:37])[CH2:12][C:11]([O:14][C:15]([CH3:18])([CH3:17])[CH3:16])=[O:13])[C:30]1[CH:31]=[CH:32][CH:33]=[CH:34][CH:35]=1 |f:0.1|. Procedure: To a cooled (−78° C.) solution of LHMDS (38 mL, 1.0 M in THF, 38 mmol) was added tert-butyl acetate (5.2 mL, 38.3 mmol). After 30 min, a solution of the title compound of Example 12 Step A (4.00 g, 12.8 mmol) in THF (10 mL) was added, and the mixture was held at −78° C. for 50 min, whereupon it was placed in a 0° C. bath. After 2 h, the reaction mixture was quenched by addition of sat. aq. NH4Cl, and the aqueous phase was extracted with EtOAc. The organic phase was dried over anhydrous Na2SO4 an... The reactants are C(C[C@@H](C#C)NC(OC(C)(C)C)=O)NC(OC(C)(C)C)=O ((S)-di-tert-butyl pent-4-yne-1,3-diyldicarbamate), N(=[N+]=[N-])[Si](C)(C)C (azidotrimethylsilane). Reagents/catalysts: [Cu](I)I (copper iodide). The solvent is CN(C)C=O.CO (DMF MeOH). Conditions: temperature 100 celsius. Product: N=1NN=C(C1)[C@H](CCNC(OC(C)(C)C)=O)NC(OC(C)(C)C)=O ((S)-di-tert-butyl (1-(2H-1,2,3-triazol-4-yl)propane-1,3-diyl)dicarbamate). As a reaction SMILES: [CH2:1]([NH:14][C:15](=[O:21])[O:16][C:17]([CH3:20])([CH3:19])[CH3:18])[CH2:2][C@H:3]([NH:6][C:7](=[O:13])[O:8][C:9]([CH3:12])([CH3:11])[CH3:10])[C:4]#[CH:5].[N:22]([Si](C)(C)C)=[N+:23]=[N-:24]>CN(C=O)C.CO.[Cu](I)I>[N:22]1[NH:23][N:24]=[C:4]([C@@H:3]([NH:6][C:7](=[O:13])[O:8][C:9]([CH3:12])([CH3:11])[CH3:10])[CH2:2][CH2:1][NH:14][C:15](=[O:21])[O:16][C:17]([CH3:20])([CH3:19])[CH3:18])[CH:5]=1 |f:2.3|. Procedure: To a solution of (S)-di-tert-butyl pent-4-yne-1,3-diyldicarbamate in DMF/MeOH (3.7 mL, 1.2:1) was added azidotrimethylsilane (330 μL, 2.38 mmol) and copper iodide (15 mg, 0.079 mmol). The mixture was heated at 100° C. for 16 h, cooled to rt then filtered through celite. The filtrate was concentrated in vacuo and the crude residue was purified via silica gel chromatography (EtOAc-Heptane) to afford the title compound. LCMS: Rt=0.68 min, m/z=342.1 (M+1) Method 2m_acidic. The reactants are C(CC#C)N1N=NC(=C1C)C1=CC=C(C=C1)F (1-(but-3-ynyl)-4-(4-fluorophenyl)-5-methyl-1H-1,2,3-triazole), BrC1=NC=CC=C1 (2-bromopyridine). Yields the product FC1=CC=C(C=C1)C=1N=NN(C1C)CCC#CC1=NC=CC=C1 (2-(4-(4-(4-fluorophenyl)-5-methyl-1H-1,2,3-triazol-1-yl)but-1-ynyl)pyridine). Yield: 57.9%. Reaction SMILES: [CH2:1]([N:5]1[C:9]([CH3:10])=[C:8]([C:11]2[CH:16]=[CH:15][C:14]([F:17])=[CH:13][CH:12]=2)[N:7]=[N:6]1)[CH2:2][C:3]#[CH:4].Br[C:19]1[CH:24]=[CH:23][CH:22]=[CH:21][N:20]=1>>[F:17][C:14]1[CH:13]=[CH:12][C:11]([C:8]2[N:7]=[N:6][N:5]([CH2:1][CH2:2][C:3]#[C:4][C:19]3[CH:24]=[CH:23][CH:22]=[CH:21][N:20]=3)[C:9]=2[CH3:10])=[CH:16][CH:15]=1. Procedure details: The title compound was prepared in accordance with the general method of Example 1, from 1-(but-3-ynyl)-4-(4-fluorophenyl)-5-methyl-1H-1,2,3-triazole (87 mg, 0.38 mmol, Example 257(B)) and 2-bromopyridine (66 mg, 0.42 mmol). Reaction time: 2 hours. The crude residue was purified by flash chromatography (DCM/MeOH 99:1) to yield 68 mg (0.22 mmol, 58%) of 2-(4-(4-(4-fluorophenyl)-5-methyl-1H-1,2,3-triazol-1-yl)but-1-ynyl)pyridine as a white powder (M.P.=130-131° C.). Product: COc1cc2c(Oc3cc(C)c(C)cc3C(C)=O)ccnc2cc1OCCN1CCOCC1. Reaction SMILES: [C:35](=[O:36])([O-:37])[O-:38].[CH2:29]1[CH2:30][O:31][CH2:32][CH2:33][NH:34]1.[CH3:42][N:43]([CH3:44])[CH:45]=[O:46].[Cl:1][CH2:2][CH2:3][O:4][c:5]1[c:6]([O:27][CH3:28])[cH:7][c:8]2[c:9]([O:15][c:16]3[c:17]([C:24]([CH3:25])=[O:26])[cH:18][c:19]([CH3:23])[c:20]([CH3:22])[cH:21]3)[cH:10][cH:11][n:12][c:13]2[cH:14]1.[K+:39].[K+:40].[OH2:41]>>[CH2:2]([CH2:3][O:4][c:5]1[c:6]([O:27][CH3:28])[cH:7][c:8]2[c:9]([O:15][c:16]3[c:17]([C:24]([CH3:25])=[O:26])[cH:18][c:19]([CH3:23])[c:20]([CH3:22])[cH:21]3)[cH:10][cH:11][n:12][c:13]2[cH:14]1)[N:34]1[CH2:29][CH2:30][O:31][CH2:32][CH2:33]1. Reactants: O=C([O-])[O-], C1COCCN1, CN(C)C=O, COc1cc2c(Oc3cc(C)c(C)cc3C(C)=O)ccnc2cc1OCCCl, [K+], [K+], O. The reactants are A-0190472, ClC=1C=C(C2=C(OCCO2)C1)N1CCN(CC1)CCCl (1-(7-chloro-2,3-dihydro-1,4-benzodioxin-5-yl)-4-(2-chloroethyl)piperazine), A-0190472, O1C2=C(C=C1)C=CC=C2N2CCN(CC2)CCCC(C2=CC=C(C=C2)F)=O (1-(benzo-[b]furan-7-yl)-4-[3-(4-fluorobenzoyl)-propyl)piperazine), BrC=1C=C(C2=C(OCCO2)C1)N1CCN(CC1)CCCl (1-(7-bromo-2,3-dihydro-1,4-benzodioxin-5-yl)-4-(2-chloroethyl)piperazine), ClC=1C=C2CCNC(C2=CC1)=O (6-chloro-3,4-dihydroisoquinolin-1(2H)-one). The product is Cl.Cl.BrC=1C=C(C2=C(OCCO2)C1)N1CCN(CC1)CCN1C(C2=CC=C(C=C2CC1)Cl)=O (2-(2-(4-(7-bromo-2,3-dihydro-1,4-benzodioxin-5-yl)-1-piperazinyl)-ethyl)-6-chloro-3,4-dihydroisoquinolin-1(2H)-one, dihydrochloride). Isolated yield 37.0%. Reaction SMILES: O1C=CC2C=CC=C(N3CCN(CCCC(=O)C4C=CC(F)=CC=4)CC3)C1=2.[Br:28][C:29]1[CH:30]=[C:31]([N:39]2[CH2:44][CH2:43][N:42]([CH2:45][CH2:46][Cl:47])[CH2:41][CH2:40]2)[C:32]2[O:37][CH2:36][CH2:35][O:34][C:33]=2[CH:38]=1.[Cl:48]C1C=C(N2CCN(CCCl)CC2)C2OCCOC=2C=1.[Cl:68][C:69]1[CH:70]=[C:71]2[C:76](=[CH:77][CH:78]=1)[C:75](=[O:79])[NH:74][CH2:73][CH2:72]2>>[ClH:47].[ClH:48].[Br:28][C:29]1[CH:30]=[C:31]([N:39]2[CH2:40][CH2:41][N:42]([CH2:45][CH2:46][N:74]3[CH2:73][CH2:72][C:71]4[C:76](=[CH:77][CH:78]=[C:69]([Cl:68])[CH:70]=4)[C:75]3=[O:79])[CH2:43][CH2:44]2)[C:32]2[O:37][CH2:36][CH2:35][O:34][C:33]=2[CH:38]=1 |f:4.5.6|. Procedure: This compound was obtained analogous to the method described in EP-A-0190472 for 1-(benzo-[b]furan-7-yl)-4-[3-(4-fluorobenzoyl)-propyl)piperazine using 1-(7-bromo-2,3-dihydro-1,4-benzodioxin-5-yl)-4-(2-chloroethyl)piperazine (which was prepared similar to the method described for 1-(7-chloro-2,3-dihydro-1,4-benzodioxin-5-yl)-4-(2-chloroethyl)piperazine as described in EP-A-0190472), and 6-chloro-3,4-dihydroisoquinolin-1(2H)-one. Yield 37%, m.p. <240° C. (dec.), 1H-NMR (DMSO:CDCI3 =4:1)δ3.09 (t, ... Reactants: NC(=S)NNC(CC(=O)OCC)=O (ethyl 3-[2-(aminocarbonothioyl)hydrazino]-3-oxopropanoate), [O-]CC.[Na+] (sodium ethoxide). The solvent is C(C)O (ethanol). Conditions: temperature 80 celsius, time 15 hour. Product: SC1=NC(=NN1)CC(=O)OCC (ethyl (5-mercapto-1H-1,2,4-triazol-3-yl)acetate). Yield: 95.5%. As a reaction SMILES: [NH2:1][C:2]([NH:4][NH:5][C:6](=O)[CH2:7][C:8]([O:10][CH2:11][CH3:12])=[O:9])=[S:3].[O-]CC.[Na+]>C(O)C>[SH:3][C:2]1[NH:4][N:5]=[C:6]([CH2:7][C:8]([O:10][CH2:11][CH3:12])=[O:9])[N:1]=1 |f:1.2|. Procedure: A suspension of ethyl 3-[2-(aminocarbonothioyl)hydrazino]-3-oxopropanoate (14.0 g, 68.2 mmol) and sodium ethoxide (9.52 g, 140 mmol) in ethanol (200 mL) was stirred at 80° C. for 15 hr. The mixture was concentrated under reduced pressure, and the residue was acidified with 1N hydrochloric acid, and extracted with ethyl acetate. The organic layer was washed with saturated brine, dried over sodium sulfate, and concentrated to give the title compound as an orange powder (12.2 g, 96%).